This data is from the Open Reaction Database (ORD), a public repository of structured organic reaction records. The task is: describe an organic reaction: reactants, conditions, products, and yield As a reaction SMILES: C1COCC1.[N:6]1[CH:11]=[CH:10][CH:9]=[C:8]([CH:12]=[N:13][OH:14])[CH:7]=1.ClN1C(=O)CCC1=O.[CH3:23][Si:24]([CH3:32])([CH3:31])[C:25]#[C:26][Si:27]([CH3:30])([CH3:29])[CH3:28]>C(OCC)(=O)C.C(N(CC)CC)C>[CH3:23][Si:24]([CH3:32])([CH3:31])[C:25]1[C:12]([C:8]2[CH:7]=[N:6][CH:11]=[CH:10][CH:9]=2)=[N:13][O:14][C:26]=1[Si:27]([CH3:30])([CH3:29])[CH3:28]. Starting materials: C[Si](C#C[Si](C)(C)C)(C)C (1,2-bis-trimethylsilanyl-ethyne), C1CCOC1 (THF), N1=CC(=CC=C1)C=NO (3-pyridinealdoxime), ClN1C(CCC1=O)=O (N-chlorosuccinimide). Isolated yield 17.0%. Procedure: To a solution of anhydrous THF (250 ml) containing 3-pyridinealdoxim (61) (18.87 g, 154.7 mmol) were added 20.57 g (1.0 eq) of N-chlorosuccinimide. After the addition, the resulting solution was stirred for 18 hours at 65° C. Then the temperature of the reaction mixture was lowered to −30° C. and 1,2-bis-trimethylsilanyl-ethyne was added (26.4 g, 170.4 mmol), subsequently followed by triethylamine (2 eq, 42 ml, dropwise), while keeping the temperature <−25° C. After stirring for another 30 minut... Reaction conditions: temperature 65 celsius, time 18 hour. Yields the product C[Si](C=1C(=NOC1[Si](C)(C)C)C=1C=NC=CC1)(C)C (3-(4,5-bis-trimethylsilanyl-isoxazol-3-yl)-pyridine). The solvent is C(C)(=O)OCC (ethyl acetate), C(C)N(CC)CC (triethylamine).